Dataset: the Open Reaction Database (ORD), a public repository of structured organic reaction records. Task: describe an organic reaction: reactants, conditions, products, and yield Reactants: [BH4-], CC(C)(C)C1CCC(N)CC1, CCOC(=O)c1ccc(C(C)=O)cc1, CCO, CC(C)[O-], CC(C)[O-], CC(C)[O-], CC(C)[O-], [Na+], [Ti+4]. The product is CCOC(=O)c1ccc(C(C)NC2CCC(C(C)(C)C)CC2)cc1. RXN SMILES: [BH4-:26].[C:15]([CH3:16])([CH3:17])([CH3:18])[CH:19]1[CH2:20][CH2:21][CH:22]([NH2:25])[CH2:23][CH2:24]1.[C:1]([CH3:2])(=[O:3])[c:4]1[cH:5][cH:6][c:7]([C:8](=[O:9])[O:10][CH2:11][CH3:12])[cH:13][cH:14]1.[CH3:28][CH2:29][OH:30].[CH3:31][CH:32]([CH3:33])[O-:34].[CH3:36][CH:37]([CH3:38])[O-:39].[CH3:40][CH:41]([CH3:42])[O-:43].[CH3:44][CH:45]([CH3:46])[O-:47].[Na+:27].[Ti+4:35]>>[CH:1]([CH3:2])([c:4]1[cH:5][cH:6][c:7]([C:8](=[O:9])[O:10][CH2:11][CH3:12])[cH:13][cH:14]1)[NH:25][CH:22]1[CH2:21][CH2:20][CH:19]([C:15]([CH3:16])([CH3:17])[CH3:18])[CH2:24][CH2:23]1. Starting materials: C(C)(C)(C)P (tert-butylphosphine), C1=CC=CC=2C3=CC=CC=C3N(C12)C=1C=C(C=CC1)NC1=CC(=CC=C1)N1C2=CC=CC=C2C=2C=CC=CC12 (bis[3-(carbazol-9-yl)phenyl]amine), BrC1=CC=C(C=C1)C1=CC=C(C=C1)Br (4,4′-dibromobiphenyl), CC(C)([O-])C.[Na+] (sodium tert-butoxide), palladium acetate[II]. Solvent: C1(=CC=CC=C1)C (toluene), C1(=CC=CC=C1)C (toluene). Product: C1=CC=CC=2C3=CC=CC=C3N(C12)C=1C=C(C=CC1)N(C1=CC=C(C=C1)C1=CC=C(C=C1)N(C1=CC(=CC=C1)N1C2=CC=CC=C2C=2C=CC=CC12)C1=CC(=CC=C1)N1C2=CC=CC=C2C=2C=CC=CC12)C1=CC(=CC=C1)N1C2=CC=CC=C2C=2C=CC=CC12 (N,N,N′,N′-tetrakis[3-(carbazol-9-yl)phenyl]-4,4′-biphenyldiamine). Isolated yield 164.3%. As a reaction SMILES: [CH:1]1[C:13]2[N:12]([C:14]3[CH:15]=[C:16]([NH:20][C:21]4[CH:26]=[CH:25][CH:24]=[C:23]([N:27]5[C:39]6[CH:38]=[CH:37][CH:36]=[CH:35][C:34]=6[C:33]6[C:28]5=[CH:29][CH:30]=[CH:31][CH:32]=6)[CH:22]=4)[CH:17]=[CH:18][CH:19]=3)[C:11]3[C:6](=[CH:7][CH:8]=[CH:9][CH:10]=3)[C:5]=2[CH:4]=[CH:3][CH:2]=1.Br[C:41]1[CH:46]=[CH:45][C:44]([C:47]2[CH:52]=[CH:51][C:50](Br)=[CH:49][CH:48]=2)=[CH:43][CH:42]=1.[CH3:54][C:55]([CH3:58])([O-])[CH3:56].[Na+].[C:60](P)([CH3:63])([CH3:62])[CH3:61]>C1(C)C=CC=CC=1>[CH:10]1[C:11]2[N:12]([C:14]3[CH:15]=[C:16]([N:20]([C:21]4[CH:26]=[CH:25][CH:24]=[C:23]([N:27]5[C:39]6[CH:38]=[CH:37][CH:36]=[CH:35][C:34]=6[C:33]6[C:28]5=[CH:29][CH:30]=[CH:31][CH:32]=6)[CH:22]=4)[C:41]4[CH:46]=[CH:45][C:44]([C:47]5[CH:52]=[CH:51][C:50]([N:20]([C:16]6[CH:17]=[CH:18][CH:19]=[C:14]([N:12]7[C:11]8[CH:10]=[CH:9][CH:8]=[CH:7][C:63]=8[C:60]8[C:62]7=[CH:5][CH:4]=[CH:3][CH:61]=8)[CH:15]=6)[C:21]6[CH:26]=[CH:25][CH:24]=[C:23]([N:27]7[C:28]8[CH:29]=[CH:30][CH:31]=[CH:32][C:58]=8[C:55]8[C:56]7=[CH:2][CH:1]=[CH:13][CH:54]=8)[CH:22]=6)=[CH:49][CH:48]=5)=[CH:43][CH:42]=4)[CH:17]=[CH:18][CH:19]=3)[C:13]3[C:5](=[CH:4][CH:3]=[CH:2][CH:1]=3)[C:6]=2[CH:7]=[CH:8][CH:9]=1 |f:2.3|. Procedure: 1.50 g of bis[3-(carbazol-9-yl)phenyl]amine, 374 mg of 4,4′-dibromobiphenyl, 370 mg of sodium tert-butoxide, 12 mg of palladium acetate[II], and 10 ml of anhydrous toluene were added in a flask under a nitrogen atmosphere. At an inner temperature of 80° C., 42 mg of tert-butylphosphine was added by using a syringe. After 6 hours of reaction at 80° C., 50 ml of toluene was added to extract the objective substance, followed by filtration. The filtrate was concentrated to dryness to obtain a crude ... The reactants are O=Cc1ccccc1Br, C=C(C)C, CC#N, CCOC(C)=O, O=S(=O)([O-])C(F)(F)F, O=S(=O)([O-])C(F)(F)F, O=S(=O)([O-])C(F)(F)F, N#Cc1ccc(N)cc1, [Yb+3]. Product: CC1(C)CC(c2ccccc2Br)Nc2ccc(C#N)cc21. As a reaction SMILES: [Br:10][c:11]1[c:12]([CH:13]=[O:14])[cH:15][cH:16][cH:17][cH:18]1.[CH2:19]=[C:20]([CH3:21])[CH3:22].[CH3:48][C:49]#[N:50].[CH3:51][CH2:52][O:53][C:54](=[O:55])[CH3:56].[F:23][C:24]([F:25])([F:26])[S:27]([O-:28])(=[O:29])=[O:30].[F:32][C:33]([F:34])([F:35])[S:36]([O-:37])(=[O:38])=[O:39].[F:40][C:41]([F:42])([F:43])[S:44]([O-:45])(=[O:46])=[O:47].[NH2:1][c:2]1[cH:3][cH:4][c:5]([C:6]#[N:7])[cH:8][cH:9]1.[Yb+3:31]>>[NH:1]1[c:2]2[cH:3][cH:4][c:5]([C:6]#[N:7])[cH:8][c:9]2[C:20]([CH3:21])([CH3:22])[CH2:19][CH:13]1[c:12]1[c:11]([Br:10])[cH:18][cH:17][cH:16][cH:15]1.